Dataset: the Open Reaction Database (ORD), a public repository of structured organic reaction records. Task: describe an organic reaction: reactants, conditions, products, and yield The reactants are N(C1=CC=CC=C1)C1=NC(=CC(=N1)C)C=C(C)Cl (2-anilino-4-methyl-6-(2-chloropropen-1-yl)pyrimidine), C(C)(C)(C)O (t-butanol), [OH-].[K+] (potassium hydroxide). Run in O (water). Run at temperature 60 celsius. The product is N(C1=CC=CC=C1)C1=NC(=CC(=N1)C)C#CC (2-anilino-4-methyl-6-(1-propynyl)pyrimidine). The yield is 55.5%. As a reaction SMILES: [NH:1]([C:8]1[N:13]=[C:12]([CH3:14])[CH:11]=[C:10]([CH:15]=[C:16](Cl)[CH3:17])[N:9]=1)[C:2]1[CH:7]=[CH:6][CH:5]=[CH:4][CH:3]=1.C(O)(C)(C)C.[OH-].[K+]>O>[NH:1]([C:8]1[N:13]=[C:12]([CH3:14])[CH:11]=[C:10]([C:15]#[C:16][CH3:17])[N:9]=1)[C:2]1[CH:3]=[CH:4][CH:5]=[CH:6][CH:7]=1 |f:2.3|. Reported procedure: Into a 100 ml reaction flask equipped with a stirrer and a thermometer, 5.2 g (0.02 mol) of 2-anilino-4-methyl-6-(2-chloropropen-1-yl)pyrimidine and 40 ml of t-butanol were charged, and the mixture was heated to 60° C. Then, 4.49 g (0.08 mol) of potassium hydroxide powder was added thereto, and the mixture was reacted for 6 hours. After completion of the reaction, the mixture was put into water and extracted with toluene. The toluene layer was washed with water and concentrated, and then it was ... Starting materials: Nc1ccc(N2CCSCC2)nc1, O=C(O)c1nc(-c2ccccc2)oc1C(F)(F)F. The product is O=C(Nc1ccc(N2CCSCC2)nc1)c1nc(-c2ccccc2)oc1C(F)(F)F. As a reaction SMILES: [S:19]1[CH2:20][CH2:21][N:22]([c:25]2[cH:26][cH:27][c:28]([NH2:31])[cH:29][n:30]2)[CH2:23][CH2:24]1.[c:1]1(-[c:7]2[o:8][c:9]([C:15]([F:16])([F:17])[F:18])[c:10]([C:12](=[O:13])[OH:14])[n:11]2)[cH:2][cH:3][cH:4][cH:5][cH:6]1>>[c:1]1(-[c:7]2[o:8][c:9]([C:15]([F:16])([F:17])[F:18])[c:10]([C:12](=[O:14])[NH:31][c:28]3[cH:27][cH:26][c:25]([N:22]4[CH2:21][CH2:20][S:19][CH2:24][CH2:23]4)[n:30][cH:29]3)[n:11]2)[cH:2][cH:3][cH:4][cH:5][cH:6]1. The reactants are CC1=CC(=C(C=C1)O)C(=C)C1=CC=CC=C1 (4-methyl-2-(1-phenyl-vinyl)-phenol), O1CCOCC1 (dioxane), N1CCOCC1 (morpholine), [RhCl(cod)]2. Yields the product CC1=CC(=C(C=C1)O)C(CCN1CCOCC1)C1=CC=CC=C1 (4-methyl-2-(3-morpholin-4-yl-1-phenyl-propyl)-phenol). Yield: 82.0%. Reaction SMILES: [CH3:1][C:2]1[CH:7]=[CH:6][C:5]([OH:8])=[C:4]([C:9]([C:11]2[CH:16]=[CH:15][CH:14]=[CH:13][CH:12]=2)=[CH2:10])[CH:3]=1.[NH:17]1[CH2:22][CH2:21][O:20][CH2:19][CH2:18]1.O1CCOC[CH2:24]1>>[CH3:1][C:2]1[CH:7]=[CH:6][C:5]([OH:8])=[C:4]([CH:9]([C:11]2[CH:16]=[CH:15][CH:14]=[CH:13][CH:12]=2)[CH2:10][CH2:24][N:17]2[CH2:22][CH2:21][O:20][CH2:19][CH2:18]2)[CH:3]=1. Procedure details: 0.421 g (2.0 mmole) 4-methyl-2-(1-phenyl-vinyl)-phenol, 0.10 ml (1.15 mmole) morpholine, 6.0 mg (12 μmole) [RhCl(cod)]2 and 10 ml abs. dioxane are agitated in a pressure vessel for 3 days at 120° C. and under a pressure of 90 bar synthesis gas (CO:H2=7.2). Following cooling and relieving of the pressure vessel, the reaction solution undergoes absorptive filtering (eluant: diethylether, then ethanol) through aluminium oxide (activity II-III, basic). Following removal of the solvent, the cleaning ... Starting materials: CCOc1cc(C(C)(C)C)ncc1C1=NC(C)(c2ccc(Cl)cc2)C(C)(c2ccc(Cl)cc2)N1C(=O)Cl, CC1CCN(C2CCNCC2)CC1. Yields the product CCOc1cc(C(C)(C)C)ncc1C1=NC(C)(c2ccc(Cl)cc2)C(C)(c2ccc(Cl)cc2)N1C(=O)N1CCC(N2CCC(C)CC2)CC1. RXN SMILES: [C:1]([CH3:2])([CH3:3])([CH3:4])[c:5]1[cH:6][c:7]([O:35][CH2:36][CH3:37])[c:8]([C:11]2=[N:15][C:14]([CH3:16])([c:17]3[cH:18][cH:19][c:20]([Cl:23])[cH:21][cH:22]3)[C:13]([CH3:24])([c:25]3[cH:26][cH:27][c:28]([Cl:31])[cH:29][cH:30]3)[N:12]2[C:32](=[O:33])[Cl:34])[cH:9][n:10]1.[CH3:38][CH:39]1[CH2:40][CH2:41][N:42]([CH:45]2[CH2:46][CH2:47][NH:48][CH2:49][CH2:50]2)[CH2:43][CH2:44]1>>[C:1]([CH3:2])([CH3:3])([CH3:4])[c:5]1[cH:6][c:7]([O:35][CH2:36][CH3:37])[c:8]([C:11]2=[N:15][C:14]([CH3:16])([c:17]3[cH:18][cH:19][c:20]([Cl:23])[cH:21][cH:22]3)[C:13]([CH3:24])([c:25]3[cH:26][cH:27][c:28]([Cl:31])[cH:29][cH:30]3)[N:12]2[C:32](=[O:33])[N:48]2[CH2:47][CH2:46][CH:45]([N:42]3[CH2:41][CH2:40][CH:39]([CH3:38])[CH2:44][CH2:43]3)[CH2:50][CH2:49]2)[cH:9][n:10]1. Yields the product Cc1c(C)c(C)c(S(=O)(=O)Cl)c(C)c1C. RXN SMILES: [C:17](=[O:18])([O-:19])[OH:20].[CH3:1][c:2]1[cH:3][c:4]([CH3:5])[c:6]([CH3:7])[c:8]([CH3:9])[c:10]1[CH3:11].[Cl:12][S:13](=[O:14])(=[O:15])[OH:16].[Cl:22][CH2:23][Cl:24].[Na+:21]>>[CH3:1][c:2]1[c:3]([S:13]([Cl:12])(=[O:14])=[O:15])[c:4]([CH3:5])[c:6]([CH3:7])[c:8]([CH3:9])[c:10]1[CH3:11]. Starting materials: O=C([O-])O, Cc1cc(C)c(C)c(C)c1C, O=S(=O)(O)Cl, ClCCl, [Na+]. Reactants: O=C([O-])[O-], Fc1ccc(CBr)cc1, [K+], [K+], CN(C)C=O, COC(=O)C1=Cc2cc(O)ccc2CCC1. Yields the product COC(=O)C1=Cc2cc(OCc3ccc(F)cc3)ccc2CCC1. As a reaction SMILES: [C:17](=[O:18])([O-:19])[O-:20].[F:23][c:24]1[cH:25][cH:26][c:27]([CH2:28][Br:29])[cH:30][cH:31]1.[K+:21].[K+:22].[O:32]=[CH:33][N:34]([CH3:35])[CH3:36].[OH:1][c:2]1[cH:3][cH:4][c:5]2[c:6]([cH:16]1)[CH:7]=[C:8]([C:12](=[O:13])[O:14][CH3:15])[CH2:9][CH2:10][CH2:11]2>>[O:1]([c:2]1[cH:3][cH:4][c:5]2[c:6]([cH:16]1)[CH:7]=[C:8]([C:12](=[O:13])[O:14][CH3:15])[CH2:9][CH2:10][CH2:11]2)[CH2:28][c:27]1[cH:26][cH:25][c:24]([F:23])[cH:31][cH:30]1.